This data is from the Open Reaction Database (ORD), a public repository of structured organic reaction records. The task is: describe an organic reaction: reactants, conditions, products, and yield The reactants are N1C=NC(=C1)CC(=O)O ((1H-imidazol-4-yl)-acetic acid), C(C1=CC=CC=C1)[C@H]1CN(CCN1)C1=CC(=C(C=C1)OC(F)F)OC1CCC1 ((S)-3-benzyl-1-(3-cyclobutoxy-4-difluoromethoxy-phenyl)-piperazine), C(C1=CC=CC=C1)[C@H]1CN(CCN1)C1=CC(=C(C=C1)OC(F)F)OC1CCC1 ((S)-3-benzyl-1-(3-cyclobutoxy-4-difluoromethoxy-phenyl)-piperazine). Yields the product C(C1=CC=CC=C1)[C@@H]1N(CCN(C1)C1=CC(=C(C=C1)OC(F)F)OC1CCC1)C(CC=1N=CNC1)=O ((S)-1-(2-benzyl-4-(3-cyclobutoxy-4-(difluoromethoxy)phenyl)piperazin-1-yl)-2-(1H-imidazol-4-yl)ethanone). Reaction SMILES: [NH:1]1[CH:5]=[C:4]([CH2:6][C:7]([OH:9])=O)[N:3]=[CH:2]1.[CH2:10]([C@@H:17]1[NH:22][CH2:21][CH2:20][N:19]([C:23]2[CH:28]=[CH:27][C:26]([O:29][CH:30]([F:32])[F:31])=[C:25]([O:33][CH:34]3[CH2:37][CH2:36][CH2:35]3)[CH:24]=2)[CH2:18]1)[C:11]1[CH:16]=[CH:15][CH:14]=[CH:13][CH:12]=1>>[CH2:10]([C@H:17]1[CH2:18][N:19]([C:23]2[CH:28]=[CH:27][C:26]([O:29][CH:30]([F:31])[F:32])=[C:25]([O:33][CH:34]3[CH2:37][CH2:36][CH2:35]3)[CH:24]=2)[CH2:20][CH2:21][N:22]1[C:7](=[O:9])[CH2:6][C:4]1[N:3]=[CH:2][NH:1][CH:5]=1)[C:11]1[CH:12]=[CH:13][CH:14]=[CH:15][CH:16]=1. Procedure details: Prepared by the method outlined for Example 189 using (1H-imidazol-4-yl)-acetic acid and (S)-3-benzyl-1-(3-cyclobutoxy-4-difluoromethoxy-phenyl)-piperazine (Example 4, Compound 92) as starting materials. Product as an oil. LC/MS (Method B) 2.54 min, [M+1]+ 497. Potency class A. Starting materials: FC=1C(=CNC1C=1C(=NC=CC1)F)CN(C(OC(C)(C)C)=O)C (tert-butyl {[4-fluoro-5-(2-fluoropyridin-3-yl)-1H-pyrrol-3-yl]methyl}methylcarbamate), C1COCCOCCOCCOCCO1 (15-crown-5), FC=1C=CC(=NC1)S(=O)(=O)F (5-fluoropyridine-2-sulfonyl fluoride), [H-].[Na+] (sodium hydride). Solvent: O1CCCC1 (tetrahydrofuran), O (water). Reaction conditions: time 28 hour. Product: FC=1C(=CN(C1C=1C(=NC=CC1)F)S(=O)(=O)C1=NC=C(C=C1)F)CN(C(OC(C)(C)C)=O)C (tert-Butyl ({4-fluoro-5-(2-fluoropyridin-3-yl)-1-[(5-fluoropyridin-2-yl)sulfonyl]-1H-pyrrol-3-yl}methyl)methylcarbamate). Yield: 28.5%. RXN SMILES: [H-].[Na+].[F:3][C:4]1[C:5]([CH2:16][N:17]([CH3:25])[C:18](=[O:24])[O:19][C:20]([CH3:23])([CH3:22])[CH3:21])=[CH:6][NH:7][C:8]=1[C:9]1[C:10]([F:15])=[N:11][CH:12]=[CH:13][CH:14]=1.C1OCCOCCOCCOCCOC1.[F:41][C:42]1[CH:43]=[CH:44][C:45]([S:48](F)(=[O:50])=[O:49])=[N:46][CH:47]=1>O1CCCC1.O>[F:3][C:4]1[C:5]([CH2:16][N:17]([CH3:25])[C:18](=[O:24])[O:19][C:20]([CH3:21])([CH3:22])[CH3:23])=[CH:6][N:7]([S:48]([C:45]2[CH:44]=[CH:43][C:42]([F:41])=[CH:47][N:46]=2)(=[O:50])=[O:49])[C:8]=1[C:9]1[C:10]([F:15])=[N:11][CH:12]=[CH:13][CH:14]=1 |f:0.1|. Procedure details: To a suspension of sodium hydride (60% in oil, 40 mg) in tetrahydrofuran (2.5 mL) were added tert-butyl {[4-fluoro-5-(2-fluoropyridin-3-yl)-1H-pyrrol-3-yl]methyl}methylcarbamate (162 mg), 15-crown-5 (220 mg) and 5-fluoropyridine-2-sulfonyl fluoride (120 mg) at room temperature, and the mixture was stirred at room temperature for 28 hr. The reaction mixture was diluted with water and extracted with ethyl acetate. The separated aqueous layer was extracted again with ethyl acetate. Combined organic... Starting materials: C(C)OC(=O)C1=NNC(=C1)C (5-methylpyrazole-3-carboxylic acid ethyl ester), C([O-])([O-])=O.[K+].[K+] (potassium carbonate), [Si](C)(C)(C(C)(C)C)OCCCBr (3-(tert-butyldimethylsilyloxy)propylbromide). The solvent is CN(C)C=O (DMF). Conditions: temperature 50 celsius, time 18 hour. The product is C(C)OC(=O)C1=NN(C(=C1)C)OCCCO[Si](C)(C)C(C)(C)C (1-[3-(tert-butyldimethylsilyloxy)propoxy]-5-methylpyrazole-3-carboxylic acid ethyl ester). RXN SMILES: [CH2:1]([O:3][C:4]([C:6]1[CH:10]=[C:9]([CH3:11])[NH:8][N:7]=1)=[O:5])[CH3:2].C(=O)([O-])[O-:13].[K+].[K+].[Si:18]([O:25][CH2:26][CH2:27][CH2:28]Br)([C:21]([CH3:24])([CH3:23])[CH3:22])([CH3:20])[CH3:19]>CN(C=O)C>[CH2:1]([O:3][C:4]([C:6]1[CH:10]=[C:9]([CH3:11])[N:8]([O:13][CH2:28][CH2:27][CH2:26][O:25][Si:18]([C:21]([CH3:24])([CH3:23])[CH3:22])([CH3:20])[CH3:19])[N:7]=1)=[O:5])[CH3:2] |f:1.2.3|. Reported procedure: To a solution of 1.96 g of 5-methylpyrazole-3-carboxylic acid ethyl ester in 40 ml of DMF, 2.64 g of potassium carbonate and 3.53 ml of 3-(tert-butyldimethylsilyloxy)propylbromide were added, and the mixture was stirred at 50° C. for 18 hours. The solvent was evaporated, EtOAc was added to the residue, and the organic layer was washed with water and brine and dried over sodium sulfate. After the evaporation of the solvent, the obtained residue was purified by silica gel column chromatography (el... Starting materials: Cl (HCl), COC1=CC=C(C=C1)[C@@H](C)N1C[C@@H](CC1=O)C(=O)O ((R)-1-((R)-1-(4-methoxyphenyl)ethyl)-5-oxopyrrolidine-3-carboxylic acid), C1=CN(C=N1)C(=O)N2C=CN=C2 (CDI), C(C)(C)N(CC)C(C)C (Diisopropylethyl amine), CNOC (N,O-dimethylhydroxylamine). Solvent: CC1CCCO1 (2-MeTHF). Reaction conditions: time 75 minute. The product is CON(C(=O)[C@H]1CN(C(C1)=O)[C@H](C)C1=CC=C(C=C1)OC)C ((R)-N-methoxy-1-((R)-1-(4-methoxyphenyl)ethyl)-N-methyl-5-oxopyrrolidine-3-carboxamide). Reaction SMILES: [CH3:1][O:2][C:3]1[CH:8]=[CH:7][C:6]([C@H:9]([N:11]2[C:15](=[O:16])[CH2:14][C@@H:13]([C:17]([OH:19])=O)[CH2:12]2)[CH3:10])=[CH:5][CH:4]=1.C1N=CN(C(N2C=NC=C2)=O)C=1.C(N(C(C)C)CC)(C)C.[CH3:41][NH:42][O:43][CH3:44].Cl>CC1OCCC1>[CH3:44][O:43][N:42]([CH3:41])[C:17]([C@@H:13]1[CH2:14][C:15](=[O:16])[N:11]([C@@H:9]([C:6]2[CH:5]=[CH:4][C:3]([O:2][CH3:1])=[CH:8][CH:7]=2)[CH3:10])[CH2:12]1)=[O:19]. Reported procedure: To a suspension of (R)-1-((R)-1-(4-methoxyphenyl)ethyl)-5-oxopyrrolidine-3-carboxylic acid 1.01 (1.0 g, 3.80 mmol) in 2-MeTHF (5 mL) was added CDI (925 mg, 5.70 mmol) and the mixture was stirred for 75 minutes over which time the reaction became homogenous. Diisopropylethyl amine (800 μL, 4.56 mmol) and N,O-dimethylhydroxylamine (445 mg, 4.56 mmol) were added and the reaction was stirred for 3 hours. 3M HCl (4 mL, 12 mmol) was added and the mixture was stirred for 5 minutes. The layers were sepa...